From a dataset of the Open Reaction Database (ORD), a public repository of structured organic reaction records. describe an organic reaction: reactants, conditions, products, and yield Starting materials: CC1(OC(CC(O1)=O)=O)C (2,2-dimethyl-1,3-dioxane-4,6-dione), C(OCC)(OCC)OCC (triethyl orthoformate), N1=CC=C(C=C1)N (pyridin-4-amine). Run in CCCCCC (hexane). Run at temperature 100 celsius, time 1.5 hour. Product: CC1(OC(C(C(O1)=O)=CNC1=CC=NC=C1)=O)C (2,2-dimethyl-5-((pyridin-4-ylamino)methylene)-1,3-dioxane-4,6-dione). RXN SMILES: [CH3:1][C:2]1([CH3:10])[O:7][C:6](=[O:8])[CH2:5][C:4](=[O:9])[O:3]1.[CH:11](OCC)(OCC)OCC.[N:21]1[CH:26]=[CH:25][C:24]([NH2:27])=[CH:23][CH:22]=1>CCCCCC>[CH3:1][C:2]1([CH3:10])[O:7][C:6](=[O:8])[C:5](=[CH:11][NH:27][C:24]2[CH:25]=[CH:26][N:21]=[CH:22][CH:23]=2)[C:4](=[O:9])[O:3]1. Procedure: In a dried 2-necked RBF equipped with reflux condenser and inert atmosphere, 2,2-dimethyl-1,3-dioxane-4,6-dione (2.33 g, 16 mmol) was dissolved in triethyl orthoformate (16 ml, 97 mmol) and the mixture was stirred at 100° C. under nitrogen for 1.5 h. On complete consumption of starting material (tic), pyridin-4-amine (1.5 g, 16 mmol) was added and heating continued for 4.5 h. The reaction mixture was cooled down to RT and poured into hexane (50 mL). The solid was filtered off and washed with hex... Starting materials: Cl (hydrochloric acid), CC=1OC2=C(C1C)C=CC=C2[C@@H](CO)O ((+)-2,3-dimethyl-7-(2-hydroxy-1(S)-hydroxyethyl)benzofuran), N1=CC=CC=C1 (pyridine), S(=O)(=O)(C1=CC=C(C)C=C1)Cl (tosyl chloride). The reagents and catalysts are CN(C)C1=NC=CC=C1 (dimethylaminopyridine), S(=O)(=O)(C1=CC=C(C)C=C1)Cl (tosyl chloride). Solvent: C(C)(=O)OCC (ethyl acetate). Run at temperature 0 celsius, time 2 hour. Product: CC=1OC2=C(C1C)C=CC=C2[C@@H](CS(=O)(=O)C2=CC=C(C=C2)C)O ((+)-2,3-dimethyl-7-(2-para-methylphenylsulphonyl-1(S)-hydroxyethyl)benzofuran). Yield: 71.2%. As a reaction SMILES: [CH3:1][C:2]1[O:3][C:4]2[C:11]([C@H:12]([OH:15])[CH2:13]O)=[CH:10][CH:9]=[CH:8][C:5]=2[C:6]=1[CH3:7].N1C=CC=CC=1.[S:22](Cl)([C:25]1[CH:31]=[CH:30][C:28]([CH3:29])=[CH:27][CH:26]=1)(=[O:24])=[O:23].Cl>CN(C1C=CC=CN=1)C.S(Cl)(C1C=CC(C)=CC=1)(=O)=O.C(OCC)(=O)C>[CH3:1][C:2]1[O:3][C:4]2[C:11]([C@H:12]([OH:15])[CH2:13][S:22]([C:25]3[CH:31]=[CH:30][C:28]([CH3:29])=[CH:27][CH:26]=3)(=[O:24])=[O:23])=[CH:10][CH:9]=[CH:8][C:5]=2[C:6]=1[CH3:7]. Procedure: 14 g (67.96 mmol) of (+)-2,3-dimethyl-7-(2-hydroxy-1(S)-hydroxyethyl)benzofuran and 250 ml of pyridine are introduced into a 500 ml three-necked flask. The mixture is cooled to 0° C. and 11.62 g (61.16 mmol) of tosyl chloride and then 0.5 g of dimethylaminopyridine are added. The reaction mixture is stirred for 2 h at room temperature, 0.645 g of tosyl chloride is added and stirring is continued for 16 h. The mixture is cooled to 0° C. and 300 ml of ethyl acetate and then 250 ml of a hydrochlori... The reactants are CS(C)=O, CS(=O)O, O=Cc1ccc(F)c(Cl)c1, [Na], O. The product is CS(=O)(=O)c1ccc(C=O)cc1Cl. Reaction SMILES: [CH3:11][S:12]([CH3:13])=[O:14].[CH3:16][S:17](=[O:18])[OH:19].[F:1][c:2]1[c:3]([Cl:10])[cH:4][c:5]([CH:6]=[O:7])[cH:8][cH:9]1.[Na:15].[OH2:20]>>[c:2]1([S:17]([CH3:16])(=[O:18])=[O:19])[c:3]([Cl:10])[cH:4][c:5]([CH:6]=[O:7])[cH:8][cH:9]1.